This data is from the Open Reaction Database (ORD), a public repository of structured organic reaction records. The task is: describe an organic reaction: reactants, conditions, products, and yield The reactants are OCC1=CC(=C(OCC=2N=C(OC2C)C=2C=C(C#N)C=CC2)C=C1)OC (3-{4-[(4-hydroxymethyl-2-methoxyphenoxy)methyl]-5-methyl-1,3-oxazol-2-yl}benzonitrile), S(=O)(Cl)Cl (thionyl chloride). The solvent is C1(=CC=CC=C1)C (toluene). Product: ClCC1=CC(=C(OCC=2N=C(OC2C)C=2C=C(C#N)C=CC2)C=C1)OC (3-{4-[(4-chloromethyl-2-methoxyphenoxy)methyl]-5-methyl-1,3-oxazol-2-yl}benzonitrile). The yield is 97.8%. RXN SMILES: O[CH2:2][C:3]1[CH:24]=[CH:23][C:6]([O:7][CH2:8][C:9]2[N:10]=[C:11]([C:15]3[CH:16]=[C:17]([CH:20]=[CH:21][CH:22]=3)[C:18]#[N:19])[O:12][C:13]=2[CH3:14])=[C:5]([O:25][CH3:26])[CH:4]=1.S(Cl)([Cl:29])=O>C1(C)C=CC=CC=1>[Cl:29][CH2:2][C:3]1[CH:24]=[CH:23][C:6]([O:7][CH2:8][C:9]2[N:10]=[C:11]([C:15]3[CH:16]=[C:17]([CH:20]=[CH:21][CH:22]=3)[C:18]#[N:19])[O:12][C:13]=2[CH3:14])=[C:5]([O:25][CH3:26])[CH:4]=1. Reported procedure: To a mixture of 3-{4-[(4-hydroxymethyl-2-methoxyphenoxy)methyl]-5-methyl-1,3-oxazol-2-yl}benzonitrile (10.0 g) and toluene (200 mL) was added thionyl chloride (3.74 g), and the mixture was heated under reflux for 1 hr. The reaction mixture was concentrated and ethyl acetate was added to the residue. The organic layer was washed successively with saturated aqueous sodium hydrogen carbonate and saturated brine, dried over anhydrous magnesium sulfate and concentrated to give 3-{4-[(4-chloromethyl-2... The product is CC1=NC(C(NC2=C1C=CC=C2)=O)NC(OCC2=CC=CC=C2)=O (Phenylmethyl [2,3-dihydro-5-methyl-2-oxo-1H-1,4-benzodiazepin-3yl]carbamate). Reaction conditions: time 6 hour. Reported procedure: Ammonia gas was passed through a solution of phenylmethyl[2-[(2-acetylphenyl)amino]-1-[(1-methylethyl)thio]-2-oxoethyl]carbamate (14.74 g) in dry THF (250 ml) at 0° for 0.5 h. Mercury (II) chloride (10.00 g) was added and the mixture was rapidly stirred for 6 h whilst continuing to pass ammonia gas through the mixture. The mixture was filtered through hyflo and the solvent removed from the filtrate by evaporation in vacuo. The residue was treated with acetic acid (290 ml) and sodium acetate (13.... Reaction SMILES: [NH3:1].[C:2]1([CH2:8][O:9][C:10](=[O:29])[NH:11][CH:12](SC(C)C)[C:13]([NH:15][C:16]2[CH:21]=[CH:20][CH:19]=[CH:18][C:17]=2[C:22](=O)[CH3:23])=[O:14])[CH:7]=[CH:6][CH:5]=[CH:4][CH:3]=1>C1COCC1.[Hg](Cl)Cl>[CH3:23][C:22]1[C:17]2[CH:18]=[CH:19][CH:20]=[CH:21][C:16]=2[NH:15][C:13](=[O:14])[CH:12]([NH:11][C:10](=[O:29])[O:9][CH2:8][C:2]2[CH:7]=[CH:6][CH:5]=[CH:4][CH:3]=2)[N:1]=1. Starting materials: N (Ammonia), C1(=CC=CC=C1)COC(NC(C(=O)NC1=C(C=CC=C1)C(C)=O)SC(C)C)=O (phenylmethyl[2-[(2-acetylphenyl)amino]-1-[(1-methylethyl)thio]-2-oxoethyl]carbamate), N (ammonia). The solvent is C1CCOC1 (THF). Reagents/catalysts: [Hg](Cl)Cl (Mercury (II) chloride). Reactants: NC(=O)CCC(=O)NBr, COc1cccc2sc(Br)nc12, CC#N. The product is COc1ccc(Br)c2sc(Br)nc12. Reaction SMILES: [Br:13][NH:14][C:15](=[O:16])[CH2:17][CH2:18][C:19]([NH2:20])=[O:21].[Br:1][c:2]1[s:3][c:4]2[c:5]([n:6]1)[c:7]([O:11][CH3:12])[cH:8][cH:9][cH:10]2.[CH3:22][C:23]#[N:24]>>[Br:1][c:2]1[s:3][c:4]2[c:5]([n:6]1)[c:7]([O:11][CH3:12])[cH:8][cH:9][c:10]2[Br:13]. Reactants: ice water, 54.0, C1=CC=C2C(=C1)C(=O)[N-]C2=O.[K+] (N-potassium phthalimide), [N+](=O)([O-])C1=C(CCl)C=CC=C1 (o-nitrobenzyl chloride). The solvent is CN(C=O)C (dimethylformamide). Run at time 30 minute. The product is [N+](=O)([O-])C1=C(CN2C(C=3C(C2=O)=CC=CC3)=O)C=CC=C1 (N-o-nitrobenzyl-phthalimide). Reaction SMILES: [CH:1]1[CH:6]=[C:5]2[C:7]([N-:9][C:10](=[O:11])[C:4]2=[CH:3][CH:2]=1)=[O:8].[K+].[N+:13]([C:16]1[CH:23]=[CH:22][CH:21]=[CH:20][C:17]=1[CH2:18]Cl)([O-:15])=[O:14]>CN(C)C=O>[N+:13]([C:16]1[CH:23]=[CH:22][CH:21]=[CH:20][C:17]=1[CH2:18][N:9]1[C:7](=[O:8])[C:5]2=[CH:6][CH:1]=[CH:2][CH:3]=[C:4]2[C:10]1=[O:11])([O-:15])=[O:14] |f:0.1|. Procedure details: The starting material is prepared as follows: The mixture of 54.0 of N-potassium phthalimide, 50.0 g of o-nitrobenzyl chloride and 120 ml of dimethylformamide is refluxed for 3 hours and poured into 900 ml of ice-water while stirring. After 30 minutes, it is filtered, and the residue washed with water, to yield the N-o-nitrobenzyl-phthalimide melting at 190-209°. The reactants are C1CCOC1, CN1CCC(CCCCO)CC1, CC(C)OC(=O)N=NC(=O)OC(C)C, N#Cc1cccc(O)c1, c1ccc(P(c2ccccc2)c2ccccc2)cc1. Yields the product CN1CCC(CCCCOc2cccc(C#N)c2)CC1. Reaction SMILES: [CH2:55]1[O:56][CH2:57][CH2:58][CH2:59]1.[CH3:1][N:2]1[CH2:3][CH2:4][CH:5]([CH2:8][CH2:9][CH2:10][CH2:11][OH:12])[CH2:6][CH2:7]1.[O:41]=[C:42]([O:43][CH:44]([CH3:45])[CH3:46])[N:47]=[N:48][C:49]([O:50][CH:51]([CH3:52])[CH3:53])=[O:54].[OH:13][c:14]1[cH:15][c:16]([C:17]#[N:18])[cH:19][cH:20][cH:21]1.[c:22]1([P:23]([c:24]2[cH:25][cH:26][cH:27][cH:28][cH:29]2)[c:30]2[cH:31][cH:32][cH:33][cH:34][cH:35]2)[cH:36][cH:37][cH:38][cH:39][cH:40]1>>[CH3:1][N:2]1[CH2:3][CH2:4][CH:5]([CH2:8][CH2:9][CH2:10][CH2:11][O:12][c:14]2[cH:15][c:16]([C:17]#[N:18])[cH:19][cH:20][cH:21]2)[CH2:6][CH2:7]1. Reactants: CC(C#C/C=C/CN(C)CC=1C=C(C=CC1)C(C)(C(C)C)O)(C)C (trans-2-[3-{N-(6,6-Dimethyl-2-hepten-4-ynyl)-N-methylaminomethyl}phenyl]-3-methyl-2-butanol), P(=O)(Cl)(Cl)Cl (phosphorus oxychloride). The solvent is N1=CC=CC=C1 (pyridine). Yields the product CC(C#C/C=C/CN(C)CC1=CC(=CC=C1)C(=C)C(C)C)(C)C (trans-N-(6,6-Dimethyl-2-hepten-4-ynyl)-N-methyl-[3-(1-isopropylvinyl)benzyl]amine). Isolated yield 57.1%. Reaction SMILES: [CH3:1][C:2]([CH3:24])([CH3:23])[C:3]#[C:4]/[CH:5]=[CH:6]/[CH2:7][N:8]([CH2:10][C:11]1[CH:12]=[C:13]([C:17](O)([CH:19]([CH3:21])[CH3:20])[CH3:18])[CH:14]=[CH:15][CH:16]=1)[CH3:9].P(Cl)(Cl)(Cl)=O>N1C=CC=CC=1>[CH3:1][C:2]([CH3:23])([CH3:24])[C:3]#[C:4]/[CH:5]=[CH:6]/[CH2:7][N:8]([CH2:10][C:11]1[CH:16]=[CH:15][CH:14]=[C:13]([C:17]([CH:19]([CH3:20])[CH3:21])=[CH2:18])[CH:12]=1)[CH3:9]. Procedure: Compound 20 (0.76 g; 2.32 mmol) was dissolved in pyridine (35 ml). While the solution was stirred at room temperature, phosphorus oxychloride (3.71 g; 24.2 mmol) was added dropwise. The mixture was heated for 3 hours at 100° C. while being stirred, and brought to room temperature. The mixture was poured into ice+saturated aqueous sodium bicarbonate solution, followed by extraction with chloroform (100 ml). The organic layer was washed with saturated aqueous sodium bicarbonate solution and then w... The reactants are C1(=C(C=CC=C1)NC(NCC(=O)N)=S)C (2-[3-(2-tolyl)-thioureido]-acetamide), C(C)I (ethyl iodide). Product: hydrochloride salt, C(C)SC1=NCC(N1C1=C(C=CC=C1)C)=O (2-Ethylsulfanyl-3-(2-tolyl)-3,5-dihydro-imidazol-4-one). Yield: 57.9%. RXN SMILES: [C:1]1([CH3:15])[CH:6]=[CH:5][CH:4]=[CH:3][C:2]=1[NH:7][C:8](=[S:14])[NH:9][CH2:10][C:11](N)=[O:12].[CH2:16](I)[CH3:17]>>[CH2:16]([S:14][C:8]1[N:7]([C:2]2[CH:3]=[CH:4][CH:5]=[CH:6][C:1]=2[CH3:15])[C:11](=[O:12])[CH2:10][N:9]=1)[CH3:17]. Reported procedure: The title compound was prepared by the procedure described in Example 6 using 11.2 g of 2-[3-(2-tolyl)-thioureido]-acetamide and 15.6 g of ethyl iodide. Crystallization from ethyl acetate afforded the hydrochloride salt of the title compound as a white solid (6.8 g), m.p. 156°-158° C. (dec.). Anal. Calcd. for. C12H14N2O S . HCl: C, 53.23; H, 5.58; N, 10.34. Found: C, 52.96; H, 5.49; N, 10.25. Mass spectrum (EI, M.+) m/z 234. 1H-NMR (DMSO-d6 ; 400 MHz) 88.75 (broad s, 2 H), 7.43 (m, 2 H), 7.35 (m... Starting materials: CC(=O)O, COC(=O)C=Cc1ccc(OC)cc1[N+](=O)[O-], [Zn]. Product: COC(=O)C=Cc1ccc(OC)cc1N. RXN SMILES: [CH3:18][C:19](=[O:20])[OH:21].[CH3:1][O:2][C:3]([CH:4]=[CH:5][c:6]1[c:7]([N+:14]([O-:15])=[O:16])[cH:8][c:9]([O:12][CH3:13])[cH:10][cH:11]1)=[O:17].[Zn:22]>>[CH3:1][O:2][C:3]([CH:4]=[CH:5][c:6]1[c:7]([NH2:14])[cH:8][c:9]([O:12][CH3:13])[cH:10][cH:11]1)=[O:17].